describe an organic reaction: reactants, conditions, products, and yield From a dataset of the Open Reaction Database (ORD), a public repository of structured organic reaction records. The reactants are N#CBr, O=c1[nH]c(=O)n(CCCCN2CCC(OC(c3ccccc3)c3ccccc3)CC2)c2ccccc12. Yields the product N#Cn1c(=O)c2ccccc2n(CCCCN2CCC(OC(c3ccccc3)c3ccccc3)CC2)c1=O. RXN SMILES: [N:1]#[C:2][Br:3].[O:4]=[c:5]1[n:6]([CH2:16][CH2:17][CH2:18][CH2:19][N:20]2[CH2:21][CH2:22][CH:23]([O:26][CH:27]([c:28]3[cH:29][cH:30][cH:31][cH:32][cH:33]3)[c:34]3[cH:35][cH:36][cH:37][cH:38][cH:39]3)[CH2:24][CH2:25]2)[c:7]2[cH:8][cH:9][cH:10][cH:11][c:12]2[c:13](=[O:15])[nH:14]1>>[N:1]#[C:2][n:14]1[c:5](=[O:4])[n:6]([CH2:16][CH2:17][CH2:18][CH2:19][N:20]2[CH2:21][CH2:22][CH:23]([O:26][CH:27]([c:28]3[cH:29][cH:30][cH:31][cH:32][cH:33]3)[c:34]3[cH:35][cH:36][cH:37][cH:38][cH:39]3)[CH2:24][CH2:25]2)[c:7]2[cH:8][cH:9][cH:10][cH:11][c:12]2[c:13]1=[O:15].